From a dataset of the Open Reaction Database (ORD), a public repository of structured organic reaction records. describe an organic reaction: reactants, conditions, products, and yield Starting materials: CC1(C)C=C(c2ccccc2N)CC(C)(C)C1, CCO, [H][H]. Product: CC1(C)CC(c2ccccc2N)CC(C)(C)C1. As a reaction SMILES: [CH3:1][C:2]1([CH3:17])[CH:3]=[C:4]([c:10]2[c:11]([NH2:16])[cH:12][cH:13][cH:14][cH:15]2)[CH2:5][C:6]([CH3:8])([CH3:9])[CH2:7]1.[CH3:20][CH2:21][OH:22].[H:18][H:19]>>[CH3:1][C:2]1([CH3:17])[CH2:3][CH:4]([c:10]2[c:11]([NH2:16])[cH:12][cH:13][cH:14][cH:15]2)[CH2:5][C:6]([CH3:8])([CH3:9])[CH2:7]1. The reactants are C(C)(C)(C)C=1N=C(C=2C(N1)=NN(N2)CC)N2CC(CC2)(F)F (5-tert-Butyl-7-(3,3-difluoro-pyrrolidin-1-yl)-2-ethyl-2H-[1,2,3]triazolo[4,5-d]pyrimidine), C(C)(C)(C)C=1N=C(C2=C(N1)NN=N2)N2CC(CC2)(F)F (5-tert-butyl-7-(3,3-difluoropyrrolidin-1-yl)-3H-[1,2,3]triazolo[4,5-d]pyrimidine), ClC=1C(=NC(=CC1)Cl)CCl (3,6-dichloro-2-(chloromethyl)pyridine). Product: C(C)(C)(C)C=1N=C(C=2C(N1)=NN(N2)CC2=NC(=CC=C2Cl)Cl)N2CC(CC2)(F)F (5-tert-Butyl-2-(3,6-dichloro-pyridin-2-ylmethyl)-7-(3,3-difluoro-pyrrolidin-1-yl)-2H-[1,2,3]triazolo[4,5-d]pyrimidine). As a reaction SMILES: [C:1]([C:5]1[N:6]=[C:7]([N:16]2[CH2:20][CH2:19][C:18]([F:22])([F:21])[CH2:17]2)[C:8]2[C:9](=[N:11][N:12]([CH2:14][CH3:15])[N:13]=2)[N:10]=1)([CH3:4])([CH3:3])[CH3:2].C(C1N=C(N2CCC(F)(F)C2)C2N=NNC=2N=1)(C)(C)C.[Cl:43][C:44]1C(CCl)=[N:46][C:47]([Cl:50])=[CH:48][CH:49]=1>>[C:1]([C:5]1[N:6]=[C:7]([N:16]2[CH2:20][CH2:19][C:18]([F:21])([F:22])[CH2:17]2)[C:8]2[C:9](=[N:11][N:12]([CH2:14][C:15]3[C:44]([Cl:43])=[CH:49][CH:48]=[C:47]([Cl:50])[N:46]=3)[N:13]=2)[N:10]=1)([CH3:2])([CH3:3])[CH3:4]. Reported procedure: In analogy to the procedure described for the synthesis of 5-tert-butyl-7-(3,3-difluoro-pyrrolidin-1-yl)-2-ethyl-2H-[1,2,3]triazolo[4,5-d]pyrimidine (example 3, step b), the title compound was prepared from 5-tert-butyl-7-(3,3-difluoropyrrolidin-1-yl)-3H-[1,2,3]triazolo[4,5-d]pyrimidine and 3,6-dichloro-2-(chloromethyl)pyridine and isolated as light brown gum. MS (m/e): 442.3 (MH+). Starting materials: C(C)O (ethanol), Cl.NO (hydroxylamine hydrochloride), N1=CC=CC=C1 (pyridine). Product: 20.4, ClC=1C=C2C(CCN(C2=CC1)C(C)=O)=NO (6-chloro-4-oximino-1-acetyl-1,2,3,4-tetrahydroquinoline). RXN SMILES: [ClH:1].[NH2:2][OH:3].[N:4]1[CH:9]=[CH:8][CH:7]=[CH:6][CH:5]=1.[CH2:10]([OH:12])[CH3:11]>>[Cl:1][C:6]1[CH:5]=[C:8]2[C:9](=[CH:8][CH:7]=1)[N:4]([C:10](=[O:12])[CH3:11])[CH2:5][CH2:6][C:7]2=[N:2][OH:3] |f:0.1|. Reported procedure: Then, the above product was dissolved in 300 ml of ethanol, to which were added 15.64 parts of hydroxylamine hydrochloride and 17.8 parts of pyridine, and the reaction was effected under reflux for 1.5 hours. Thereafter, the product was treated as in Example 1 to obtain 20.4 parts of 6-chloro-4-oximino-1-acetyl-1,2,3,4-tetrahydroquinoline as white crystals. Starting materials: solution, CC([O-])C.CC([O-])C.CC([O-])C.Cl[Ti+3] (chlorotitanium triisopropoxide), CC=1C=C(C=C(C1)C)[Mg]Br (3,5-dimethylphenylmagnesium bromide). Solvent: CCOCC (ether). Conditions: temperature -78 celsius, time 30 minute. Yields the product CC([O-])C.CC([O-])C.CC([O-])C.CC=1C=C(C=C(C1)C)[Ti+3] ((3,5-dimethylphenyl)titanium triisopropoxide). As a reaction SMILES: [CH3:1][C:2]1[CH:3]=[C:4]([Mg]Br)[CH:5]=[C:6]([CH3:8])[CH:7]=1.[CH3:11][CH:12]([CH3:14])[O-:13].[CH3:15][CH:16]([CH3:18])[O-:17].[CH3:19][CH:20]([CH3:22])[O-:21].Cl[Ti+3:24]>CCOCC>[CH3:11][CH:12]([CH3:14])[O-:13].[CH3:15][CH:16]([CH3:18])[O-:17].[CH3:19][CH:20]([CH3:22])[O-:21].[CH3:1][C:2]1[CH:3]=[C:4]([Ti+3:24])[CH:5]=[C:6]([CH3:8])[CH:7]=1 |f:1.2.3.4,6.7.8.9|. Procedure: A solution of 10 mmoles of 3,5-dimethylphenylmagnesium bromide in 10 mL of ether was cooled to -78° C. under nitrogen and to this was added 10 mL of a 1M solution of chlorotitanium triisopropoxide. The solution was stirred at -78° C. for 30 minutes and used in the next step. The reactants are C1(=CC=CC=C1)CCCCC1=C(C=CC=C1)O (2-(4-phenylbutyl)phenol), [H-].[Na+] (sodium hydride), Cl.CN(C)CCCl (dimethylaminoethyl chloride hydrochloride). The solvent is CC(=O)N(C)C (dimethylacetamide). Product: CN(C)CCOC1=C(C=CC=C1)CCCCC1=CC=CC=C1 (N,N-Dimethyl-2-[2-(4-phenylbutyl)phenoxy]ethylamine). Isolated yield 77.4%. Reaction SMILES: [C:1]1([CH2:7][CH2:8][CH2:9][CH2:10][C:11]2[CH:16]=[CH:15][CH:14]=[CH:13][C:12]=2[OH:17])[CH:6]=[CH:5][CH:4]=[CH:3][CH:2]=1.[H-].[Na+].Cl.[CH3:21][N:22]([CH2:24][CH2:25]Cl)[CH3:23]>CC(N(C)C)=O>[CH3:21][N:22]([CH2:24][CH2:25][O:17][C:12]1[CH:13]=[CH:14][CH:15]=[CH:16][C:11]=1[CH2:10][CH2:9][CH2:8][CH2:7][C:1]1[CH:2]=[CH:3][CH:4]=[CH:5][CH:6]=1)[CH3:23] |f:1.2,3.4|. Procedure details: Following a procedure similar to that described in Example 2, 226 mg of 2-(4-phenylbutyl)phenol (prepared as described in Preparation 3), 96 mg of sodium hydride (as a 55% w/w dispersion in mineral oil) and 173 mg of dimethylaminoethyl chloride hydrochloride were reacted in dimethylacetamide. The crude product extracted was purified by column chromatography through silica gel, using a 20:1 by volume mixture of methylene chloride and methanol as the eluent, to give 230 mg (yield 77%) of the title...